Dataset: the Open Reaction Database (ORD), a public repository of structured organic reaction records. Task: describe an organic reaction: reactants, conditions, products, and yield The reactants are ClC1=CC(=C(C(=C1)CO)O)CO (4-chloro-2,6-dimethylolphenol), C(C(=O)O)(=O)O (oxalic acid), C=1(O)C(O)=CC=CC1 (catechol). Run in O (water). Reaction conditions: temperature 70 celsius. Yields the product ClC1=CC=C(C=C1)O.C=1(O)C(O)=CC=CC1 (catechol-(p-chlorophenol)). RXN SMILES: [Cl:1][C:2]1[CH:7]=[C:6](CO)[C:5]([OH:10])=[C:4](CO)[CH:3]=1.C(O)(=O)C(O)=O.[C:19]1([C:21](=[CH:23][CH:24]=[CH:25][CH:26]=1)[OH:22])[OH:20]>O>[Cl:1][C:2]1[CH:7]=[CH:6][C:5]([OH:10])=[CH:4][CH:3]=1.[C:19]1([C:21](=[CH:23][CH:24]=[CH:25][CH:26]=1)[OH:22])[OH:20] |f:4.5|. Reported procedure: To a 1 liter, 3 necked round bottomed flask equipped with a paddle stirrer, condenser, thermometer and heating source, were added 188.6 g (1 mole) of the 4-chloro-2,6-dimethylolphenol, followed by 10 g (0.11 moles) of oxalic acid and 220 g (2 moles) of catechol. To this were added 400 g of water. The reaction mixture was stirred and heated to 70° C. Solution occurred when the temperature reached approximately 60° C. Then, the reaction mixture was heated to reflux and held at reflux for 4 hours. ... The product is C(CC=C)C1=CC(=NN1)C1=CC=CC=C1 (5-(But-3-enyl)-3-phenyl-1H-pyrazole). Conditions: time 2 minute. Yield: 64.5%. Solvent: CCO (EtOH), CC(=O)O (AcOH), C1(=CC=CC=C1)C (toluene). Reactants: O.NN (Hydrazine hydrate), C(C)(=O)C1=CC=CC=C1 (Acetophenone), C(CCC=C)(=O)Cl (Pent-4-enoyl chloride), [Li+].C[Si](C)(C)[N-][Si](C)(C)C (LiHMDS). Procedure: Acetophenone (4.92 mL, 42.2 mmol) was dissolved in toluene (50 mL). The reaction was cooled on an ice bath. LiHMDS (42.2 mL, 42.2 mmol) was added via syringe and the reaction was stirred for 2 min. Pent-4-enoyl chloride (4.66 mL, 42.2 mmol) was added and then the reaction was stirred for 2 more min. Hydrazine hydrate (8.18 mL, 169 mmol) was then added, along with AcOH (2 mL) and EtOH (2 mL). The reaction was warmed to room temperature and then heated in an oil bath to 80° C. for 1 h. After this ... Reaction SMILES: [C:1]([C:4]1[CH:9]=[CH:8][CH:7]=[CH:6][CH:5]=1)(=O)[CH3:2].[Li+].C[Si]([N-][Si](C)(C)C)(C)C.[C:20](Cl)(=O)[CH2:21][CH2:22][CH:23]=[CH2:24].O.[NH2:28][NH2:29]>C1(C)C=CC=CC=1.CCO.CC(O)=O>[CH2:21]([C:20]1[NH:29][N:28]=[C:1]([C:4]2[CH:9]=[CH:8][CH:7]=[CH:6][CH:5]=2)[CH:2]=1)[CH2:22][CH:23]=[CH2:24] |f:1.2,4.5|. Starting materials: Intermediate F, N1C(CNCC1)=O (piperazin-2-one), FC=1C=C(C(=O)O)C=CC1C (3-fluoro-4-methylbenzoic acid). Yields the product FC=1C=C(C(=O)N2CC(NCC2)=O)C=CC1C (4-(3-fluoro-4-methylbenzoyl)piperazin-2-one). As a reaction SMILES: [NH:1]1[CH2:6][CH2:5][NH:4][CH2:3][C:2]1=[O:7].[F:8][C:9]1[CH:10]=[C:11]([CH:15]=[CH:16][C:17]=1[CH3:18])[C:12](O)=[O:13]>>[F:8][C:9]1[CH:10]=[C:11]([CH:15]=[CH:16][C:17]=1[CH3:18])[C:12]([N:4]1[CH2:5][CH2:6][NH:1][C:2](=[O:7])[CH2:3]1)=[O:13]. Reported procedure: The title compound was prepared according to the procedure described in Step-1 of Intermediate F using piperazin-2-one and 3-fluoro-4-methylbenzoic acid. Reactants: NC1=NC=CC=C1C (2-amino-3-picoline), CCOC(=O)C1CCCC1=O (ethyl cyclopentanone-2-carboxylate). The solvent is COCCO (ethylene glycol monomethyl ether). Product: CC1=CC=CN2C1=NC1=C(C2=O)CCC1 (2,3-Dihydro-5-methylcyclopenta[d]pyrido[1,2-a]pyrimidin-10(1H)-one). Isolated yield 70.8%. Reaction SMILES: [NH2:1][C:2]1[C:7]([CH3:8])=[CH:6][CH:5]=[CH:4][N:3]=1.CC[O:11][C:12]([CH:14]1[C:18](=O)[CH2:17][CH2:16][CH2:15]1)=O>COCCO>[CH3:8][C:7]1[C:2]2=[N:1][C:15]3[CH2:16][CH2:17][CH2:18][C:14]=3[C:12](=[O:11])[N:3]2[CH:4]=[CH:5][CH:6]=1. Procedure details: A mixture of 10.8 g of 2-amino-3-picoline, 31.2 g of ethyl cyclopentanone-2-carboxylate, and 250 ml of ethylene glycol monomethyl ether is stirred and heated under reflux for 40 hours. The solution is concentrated as far as possible on a rotary evaporator. The residual oil crystallizes and is filtered with suction to give 14.15 g of air-dried solid. This is recrystallized from 425 ml of cyclohexane to give 11.3 g of product, after drying at 78°. The melting point is 100°-102°. Reactants: CCO, CN1CCN(c2ccc([N+](=O)[O-])nc2)CC1, [Cl-], [NH4+], O. Yields the product CN1CCN(c2ccc(N)nc2)CC1. Reaction SMILES: [CH3:19][CH2:20][OH:21].[CH3:1][N:2]1[CH2:3][CH2:4][N:5]([c:8]2[cH:9][n:10][c:11]([N+:14]([O-:15])=[O:16])[cH:12][cH:13]2)[CH2:6][CH2:7]1.[Cl-:17].[NH4+:18].[OH2:22]>>[CH3:1][N:2]1[CH2:3][CH2:4][N:5]([c:8]2[cH:9][n:10][c:11]([NH2:14])[cH:12][cH:13]2)[CH2:6][CH2:7]1. Starting materials: C(CCCCC)C1=CC=C(C=C1)C=1SC(=CN1)C1=CC=C(C=C1)OC (2-(4-hexylphenyl)-5-(4-methoxyphenyl)tiazole), C(C)(=O)O (acetic acid), Br (hydrobromic acid). The solvent is O (water). Conditions: time 16 hour. The product is C(CCCCC)C1=CC=C(C=C1)C=1SC(=CN1)C1=CC=C(C=C1)O (2-(4-hexylphenyl)-5-(4-hydroxyphenyl)thiazole). The yield is 74.9%. As a reaction SMILES: [CH2:1]([C:7]1[CH:12]=[CH:11][C:10]([C:13]2[S:14][C:15]([C:18]3[CH:23]=[CH:22][C:21]([O:24]C)=[CH:20][CH:19]=3)=[CH:16][N:17]=2)=[CH:9][CH:8]=1)[CH2:2][CH2:3][CH2:4][CH2:5][CH3:6].C(O)(=O)C.Br>O>[CH2:1]([C:7]1[CH:8]=[CH:9][C:10]([C:13]2[S:14][C:15]([C:18]3[CH:19]=[CH:20][C:21]([OH:24])=[CH:22][CH:23]=3)=[CH:16][N:17]=2)=[CH:11][CH:12]=1)[CH2:2][CH2:3][CH2:4][CH2:5][CH3:6]. Reported procedure: Then, in a 300 ml-three-necked flask, 13.9 g (39.3 mM) of 2-(4-hexylphenyl)-5-(4-methoxyphenyl)tiazole, 76.5 ml of acetic acid and 69.5 ml of 47%-hydrobromic acid were placed, followed by heat-stirring for 16 hours at 100°-110° C. After the reaction, the reaction mixture was poured into cool water, followed by extraction with ethyl acetate. The organic layer was successively washed with water, 5%-sodium hydrogenecarbonate aqueous solution and water, followed by distilling-off of the solvent unde... RXN SMILES: [NH2:1][C:2]1[C:7]2=[CH:8][CH:9]=[C:10]([CH:11](O)[CH:12]3[CH2:15][N:14]([C:16]([O:18][C:19]([CH3:22])([CH3:21])[CH3:20])=[O:17])[CH2:13]3)[N:6]2[N:5]=[CH:4][N:3]=1.C(O)(C(F)(F)F)=O.C([SiH](CC)CC)C.C([O-])([O-])=O.[Na+].[Na+].C(=O)(OC(C)(C)C)OC(C)(C)C>C(Cl)Cl.C1COCC1>[NH2:1][C:2]1[C:7]2=[CH:8][CH:9]=[C:10]([CH2:11][CH:12]3[CH2:13][N:14]([C:16]([O:18][C:19]([CH3:22])([CH3:21])[CH3:20])=[O:17])[CH2:15]3)[N:6]2[N:5]=[CH:4][N:3]=1 |f:3.4.5|. Yield: 20.1%. The product is NC1=NC=NN2C1=CC=C2CC2CN(C2)C(=O)OC(C)(C)C (tert-butyl 3-[(4-aminopyrrolo[2,1-f][1,2,4]triazin-7-yl)methyl]azetidine-1-carboxylate). Procedure details: To a cooled (0° C.) solution of tert-butyl 3-[(4-aminopyrrolo[2,1-f][1,2,4]triazin-7-yl)(hydroxy)methyl]azetidine-1-carboxylate (1.35 g, 4.25 mmol) in CH2Cl2 (12 mL) was added TFA (3.7 mL, 47.54 mmol) followed by triethylsilane (3.80 mL, 23.77 mmol), dropwise. The mixture was stirred at rt for 17 h. Additional TFA (1.8 mL) and triethylsilane (1.9 mL) were added and the mixture continued to stir at rt for 22 h. The reaction was concentrated to dryness. To a solution of the residue in THF (10 mL) ... Conditions: time 17 hour. The reactants are C(=O)(C(F)(F)F)O (TFA), C(C)[SiH](CC)CC (triethylsilane), C(=O)([O-])[O-].[Na+].[Na+] (Na2CO3), C(OC(C)(C)C)(OC(C)(C)C)=O (di-tert-butyl carbonate), C(=O)(C(F)(F)F)O (TFA), C(C)[SiH](CC)CC (triethylsilane), NC1=NC=NN2C1=CC=C2C(C2CN(C2)C(=O)OC(C)(C)C)O (tert-butyl 3-[(4-aminopyrrolo[2,1-f][1,2,4]triazin-7-yl)(hydroxy)methyl]azetidine-1-carboxylate). The solvent is C1CCOC1 (THF), C(Cl)Cl (CH2Cl2). The reactants are C(CCC)C(C(=O)C1=CC(=C(C=C1)NC(C(C)(C)C)=O)F)=C (N-[4-(2-butylacryloyl)-2-fluorophenyl]-2,2-dimethylpropanamide), OS(=O)(=O)O (H2SO4). The solvent is C(Cl)Cl (CH2Cl2). Run at time 18 hour. The product is NC=1C=C2CC(C(C2=CC1F)=O)CCCC (5-amino-2-butyl-6-fluoro-1-indanone). The yield is 40.9%. As a reaction SMILES: [CH2:1]([C:5](=[CH2:22])[C:6]([C:8]1[CH:13]=[CH:12][C:11]([NH:14]C(=O)C(C)(C)C)=[C:10]([F:21])[CH:9]=1)=[O:7])[CH2:2][CH2:3][CH3:4].OS(O)(=O)=O>C(Cl)Cl>[NH2:14][C:11]1[CH:12]=[C:13]2[C:8](=[CH:9][C:10]=1[F:21])[C:6](=[O:7])[CH:5]([CH2:1][CH2:2][CH2:3][CH3:4])[CH2:22]2. Reported procedure: A solution of the product mixture from step 4 (19.5 g, approx. 60.7 mmol) in CH2Cl2 (10 mL) was cooled in an ice bath and treated with ice-cold, conc. H2SO4 (300 mL). The resulting mixture was removed from the cooling bath and stirred at room temperature for 18 hours. The mixture was cautiously added to an ice-cold mixture of CH2Cl2 (300 mL) and chopped ice (1 L). Excess acid was neutralized by portionwise addition of saturated Na2CO3 solution (approx. 1 L) followed by solid Na2CO3 (approx. 500 ...